This data is from the Open Reaction Database (ORD), a public repository of structured organic reaction records. The task is: describe an organic reaction: reactants, conditions, products, and yield Starting materials: CCOC(C)=O, CO, CCCC1(CCC)C(=O)C(C2=NS(=O)(=O)c3cc(NS(=O)(=O)NC(=O)OCc4ccccc4)ccc3N2)=C(O)c2cc(F)ccc21. Yields the product CCCC1(CCC)C(=O)C(C2=NS(=O)(=O)c3cc(NS(N)(=O)=O)ccc3N2)=C(O)c2cc(F)ccc21. RXN SMILES: [C:47]([O:48][CH2:49][CH3:50])(=[O:51])[CH3:52].[CH3:53][OH:54].[F:1][c:2]1[cH:3][cH:4][c:5]2[c:10]([cH:11]1)[C:9]([OH:12])=[C:8]([C:13]1=[N:14][S:15](=[O:38])(=[O:39])[c:16]3[c:17]([cH:19][cH:20][c:21]([NH:23][S:24](=[O:25])(=[O:26])[NH:27][C:28](=[O:29])[O:30][CH2:31][c:32]4[cH:33][cH:34][cH:35][cH:36][cH:37]4)[cH:22]3)[NH:18]1)[C:7](=[O:40])[C:6]2([CH2:41][CH2:42][CH3:43])[CH2:44][CH2:45][CH3:46]>>[F:1][c:2]1[cH:3][cH:4][c:5]2[c:10]([cH:11]1)[C:9]([OH:12])=[C:8]([C:13]1=[N:14][S:15](=[O:38])(=[O:39])[c:16]3[c:17]([cH:19][cH:20][c:21]([NH:23][S:24](=[O:25])(=[O:26])[NH2:27])[cH:22]3)[NH:18]1)[C:7](=[O:40])[C:6]2([CH2:41][CH2:42][CH3:43])[CH2:44][CH2:45][CH3:46]. The reactants are BrCC1=CC=C(C=C1)S(=O)(=O)N1CCOCC1 (4-(4-(Bromomethyl)phenylsulfonyl)morpholine), P(OCC)(OCC)OCC (triethyl phosphite), N#N (N2). Run at temperature 100 celsius. Yields the product O1CCN(CC1)S(=O)(=O)C1=CC=C(CP(OCC)(OCC)=O)C=C1 (Diethyl 4-(morpholinosulfonyl)benzylphosphonate). Isolated yield 71.3%. Reaction SMILES: Br[CH2:2][C:3]1[CH:8]=[CH:7][C:6]([S:9]([N:12]2[CH2:17][CH2:16][O:15][CH2:14][CH2:13]2)(=[O:11])=[O:10])=[CH:5][CH:4]=1.[P:18]([O:25]CC)([O:22][CH2:23][CH3:24])[O:19][CH2:20][CH3:21].N#N>>[O:15]1[CH2:16][CH2:17][N:12]([S:9]([C:6]2[CH:7]=[CH:8][C:3]([CH2:2][P:18](=[O:25])([O:22][CH2:23][CH3:24])[O:19][CH2:20][CH3:21])=[CH:4][CH:5]=2)(=[O:11])=[O:10])[CH2:13][CH2:14]1. Reported procedure: The aforementioned compound 1, (500 mg, 1.56 mmol) and triethyl phosphite (1.07 mL, 6.24 mmol) was mixed and heated to 100° C. for 1 hr. The reaction mixture was subjected to N2 flow over weekend to remove the excess ethyl phosphite. The resulting yellow oil was purified on a 12 g silica gel column to yield a colorless oil (420 mg, 71% yield). 1H NMR (CD2Cl2) δ ppm: 7.72 (d, J=8.4 Hz, 2H), 7.54 (dd, J1=8.4 Hz, J2=2.4 Hz, 2H), 4.1-4.0 (m, 4H), 3.77-3.72 (m, 4H), 3.25 (d, J=22.4 Hz, 2H), 3.02-2.96... Reactants: CCOC=C(C(=O)OCC)C(=O)OCC, Nc1cc(=O)c2ccccc2o1. Product: CCOC(=O)C(=CNc1cc(=O)c2ccccc2o1)C(=O)OCC. As a reaction SMILES: [CH2:13]([O:14][CH:16]=[C:17]([C:18](=[O:19])[O:20][CH2:21][CH3:22])[C:23](=[O:24])[O:25][CH2:26][CH3:27])[CH3:15].[NH2:1][c:2]1[o:3][c:4]2[cH:5][cH:6][cH:7][cH:8][c:9]2[c:10](=[O:12])[cH:11]1>>[NH:1]([c:2]1[o:3][c:4]2[cH:5][cH:6][cH:7][cH:8][c:9]2[c:10](=[O:12])[cH:11]1)[CH:16]=[C:17]([C:18](=[O:19])[O:20][CH2:21][CH3:22])[C:23](=[O:24])[O:25][CH2:26][CH3:27]. Starting materials: BrCC1=NC(=CC2=CC=CC=C12)C#N (1-(bromomethyl)isoquinoline-3-carbonitrile), O[C@@H]1CN(CC1)C(=O)OC(C)(C)C ((S)-tert-butyl 3-hydroxypyrrolidine-1-carboxylate). Reagents/catalysts: C(F)(F)(F)S(=O)(=O)[O-].[Ag+] (AgOTf). Run in C(Cl)Cl (DCM). Conditions: time 15 minute. Yields the product C(#N)C=1N=C(C2=CC=CC=C2C1)CO[C@@H]1CN(CC1)C(=O)OC(C)(C)C ((S)-tert-butyl 3-((3-cyanoisoquinolin-1-yl)methoxy)pyrrolidine-1-carboxylate). RXN SMILES: Br[CH2:2][C:3]1[C:12]2[C:7](=[CH:8][CH:9]=[CH:10][CH:11]=2)[CH:6]=[C:5]([C:13]#[N:14])[N:4]=1.[OH:15][C@H:16]1[CH2:20][CH2:19][N:18]([C:21]([O:23][C:24]([CH3:27])([CH3:26])[CH3:25])=[O:22])[CH2:17]1>C(Cl)Cl.C(S([O-])(=O)=O)(F)(F)F.[Ag+]>[C:13]([C:5]1[N:4]=[C:3]([CH2:2][O:15][C@H:16]2[CH2:20][CH2:19][N:18]([C:21]([O:23][C:24]([CH3:27])([CH3:26])[CH3:25])=[O:22])[CH2:17]2)[C:12]2[C:7]([CH:6]=1)=[CH:8][CH:9]=[CH:10][CH:11]=2)#[N:14] |f:3.4|. Procedure details: To 1-(bromomethyl)isoquinoline-3-carbonitrile (0.150 g, 0.607 mmol) in DCM (6 mL) was added (S)-tert-butyl 3-hydroxypyrrolidine-1-carboxylate (0.114 g, 0.607 mmol) and AgOTf (0.016 g, 0.061 mmol). The suspension was stirred for 15 minutes at RT and then heated at 45° C. overnight. The reaction mixture was subsequently cooled, absorbed onto silica and eluted with a gradient of 0-5% MeOH in DCM. The enriched fractions were concentrated in vacuo to give the title compound as a yellow residue which ... Reactants: OC=1C=C(C=C(C1)C(F)(F)F)C1=NN(C=N1)\C=C/C(=O)OC(C)C ((Z)-isopropyl 3-(3-(3-hydroxy-5-(trifluoromethyl)phenyl)-1H-1,2,4-triazol-1-yl)acrylate), [Li+].[OH-] (LiOH). The solvent is C1CCOC1 (THF), O (water). Conditions: time 2.5 hour. Yields the product OC=1C=C(C=C(C1)C(F)(F)F)C1=NN(C=N1)\C=C/C(=O)O ((Z)-3-(3-(3-hydroxy-5-(trifluoromethyl)phenyl)-1H-1,2,4-triazol-1-yl)acrylic acid). Yield: 85.5%. As a reaction SMILES: [OH:1][C:2]1[CH:3]=[C:4]([C:12]2[N:16]=[CH:15][N:14](/[CH:17]=[CH:18]\[C:19]([O:21]C(C)C)=[O:20])[N:13]=2)[CH:5]=[C:6]([C:8]([F:11])([F:10])[F:9])[CH:7]=1.[Li+].[OH-]>C1COCC1.O>[OH:1][C:2]1[CH:3]=[C:4]([C:12]2[N:16]=[CH:15][N:14](/[CH:17]=[CH:18]\[C:19]([OH:21])=[O:20])[N:13]=2)[CH:5]=[C:6]([C:8]([F:9])([F:10])[F:11])[CH:7]=1 |f:1.2|. Procedure details: A solution of (Z)-isopropyl 3-(3-(3-hydroxy-5-(trifluoromethyl)phenyl)-1H-1,2,4-triazol-1-yl)acrylate (4 g, 1.0 eq.) in THF (40 mL) and water (40 mL) was treated with LiOH (1.92 g, 4 eq.). The reaction mixture was stirred at RT for 2-3 hrs then quenched with acidic ice-water slurry (300 mL) and extracted with EtOAc (3×250 mL). The combined organic layers were washed with dil HCl solution (50 mL), dried over anhydrous Na2SO4 and concentrated under reduced pressure to afford 3 g of crude compound....